The task is: describe an organic reaction: reactants, conditions, products, and yield. This data is from the Open Reaction Database (ORD), a public repository of structured organic reaction records. Reactants: C(CCC)[Li] (n-butyllithium), BrC1=C2C3CCC(C2=CC=C1)C3 (5-bromo-1,2,3,4-tetrahydro-1,4-methanonaphthalene), Cl (hydrochloric acid), B(OC)(OC)OC (trimethyl borate). Solvent: C1CCOC1 (THF), C(C)(C)(C)OC (methyl tert-butyl ether), C1CCOC1 (THF). Conditions: temperature -78 celsius, time 1 hour. Product: C12CCC(C=3C(=CC=CC13)B(O)O)C2 (1,2,3,4-Tetrahydro-1,4-methanonaphthalene-5-boronic Acid). Reaction SMILES: C([Li])CCC.Br[C:7]1[CH:16]=[CH:15][CH:14]=[C:13]2[C:8]=1[CH:9]1[CH2:17][CH:12]2[CH2:11][CH2:10]1.[B:18](OC)([O:21]C)[O:19]C.Cl>C1COCC1.C(OC)(C)(C)C>[CH:12]12[CH2:17][CH:9]([C:8]3[C:7]([B:18]([OH:21])[OH:19])=[CH:16][CH:15]=[CH:14][C:13]=31)[CH2:10][CH2:11]2. Reported procedure: 100 ml (250 mmol) of n-butyllithium (2.5M in hexane) are added dropwise to a solution, cooled to −78° C., of 44.6 g (200 mmol) of 5-bromo-1,2,3,4-tetrahydro-1,4-methanonaphthalene in 500 ml of THF. The reaction mixture is stirred at −78° C. for 1 h, and a mixture of 33.5 ml (300 mmol) of trimethyl borate in 50 ml of THF is then added rapidly. After warming to −10° C., the mixture is hydrolysed using 10 ml of 2.5M hydrochloric acid, and 500 ml of methyl tert-butyl ether are then added. The organi... The reactants are C(C)OC(CC(CCCCCCCCC(C)C1CCCCC1)O)=O (3-hydroxy-12-cyclohexyltridecanoic acid ethylester), C(C=C)Br (allyl bromide), [Mg] (magnesium), C(C=C)C=CCC(CC(CCCCCCCCCCC)O)O (allyl-4,6-dihydroxyheptadec-1-ene). Product: C(C=C)C(CC=C)(CC(CCCCCCCCC(C)C1CCCCC1)O)O (4-Allyl-4,6-dihydroxy-15-cyclohexylhexadec-1-ene). Isolated yield 80.0%. As a reaction SMILES: C(O[C:4](=[O:24])[CH2:5][CH:6]([OH:23])[CH2:7][CH2:8][CH2:9][CH2:10][CH2:11][CH2:12][CH2:13][CH2:14][CH:15]([CH:17]1[CH2:22][CH2:21][CH2:20][CH2:19][CH2:18]1)[CH3:16])C.[CH2:25](Br)[CH:26]=[CH2:27].[Mg].[CH2:30]([CH:33]=CCC(O)CC(O)CCCCCCCCCCC)[CH:31]=C>>[CH2:25]([C:4]([OH:24])([CH2:5][CH:6]([OH:23])[CH2:7][CH2:8][CH2:9][CH2:10][CH2:11][CH2:12][CH2:13][CH2:14][CH:15]([CH:17]1[CH2:18][CH2:19][CH2:20][CH2:21][CH2:22]1)[CH3:16])[CH2:33][CH:30]=[CH2:31])[CH:26]=[CH2:27]. Procedure details: (4, ##STR16## R'=H, m=8) When 16.5 g (0.049 mole) of 3-hydroxy-12-cyclohexyltridecanoic acid ethylester, 20.6 g (0.17 mole) of allyl bromide and 24.3 g (0.20 mole) of magnesium was reacted as described for the preparation of -allyl-4,6-dihydroxyheptadec-1-ene, 14.9 g of a yellow oil was isolated in 80% yield which was used without purification; δ (CDCl3) 1.28(m,CH2) and 4.90-6.2(m,CH=CH2) Yields the product FC(OC1=C(C=C(C=C1)OC(F)F)[N+](=O)[O-])F (2.5-bis(difluoromethoxy)-nitrobenzene). RXN SMILES: [N+:1]([O-:4])(O)=[O:2].[F:5][CH:6]([F:18])[O:7][C:8]1[CH:13]=[CH:12][C:11]([O:14][CH:15]([F:17])[F:16])=[CH:10][CH:9]=1>ClCCCl>[F:5][CH:6]([F:18])[O:7][C:8]1[CH:9]=[CH:10][C:11]([O:14][CH:15]([F:17])[F:16])=[CH:12][C:13]=1[N+:1]([O-:4])=[O:2]. The solvent is ClCCCl (1.2-dichloroethane). Run at temperature 5 celsius. Reactants: [N+](=O)(O)[O-] (nitric acid), FC(OC1=CC=C(C=C1)OC(F)F)F (1.4-bis(difluoromethoxy)benzene). Procedure: 10 ml of nitric acid (100%) are added dropwise at a temperature of -5° to 0° C. within 5 minutes to a solution of 13.9 g of 1.4-bis(difluoromethoxy)benzene in 33 ml of 1.2-dichloroethane. The reaction mixture is stirred for a further hour at a temperature of 5° C. and allowed to warm to 15° C. within 1/2 hour. The mixture is then poured into icewater. The organic phase is separated, washed with 10% aqueous sodium hydroxide solution, dried over sodium sulfate and evaporated to dreyness, yielding ... The reactants are [BH4-], O=Cc1cncc(Br)c1, O=C1C(=Cc2cncc(Br)c2)N2CCC1CC2, Cl, O=C1CN2CCC1CC2, [Na+]. Product: OC1C(=Cc2cncc(Br)c2)N2CCC1CC2. As a reaction SMILES: [BH4-:37].[Br:1][c:2]1[cH:3][c:4]([CH:5]=[O:6])[cH:7][n:8][cH:9]1.[Br:20][c:21]1[cH:22][c:23]([CH:27]=[C:28]2[N:29]3[CH2:30][CH2:31][CH:32]([C:33]2=[O:34])[CH2:35][CH2:36]3)[cH:24][n:25][cH:26]1.[ClH:10].[N:11]12[CH2:12][CH2:13][CH:14]([CH2:15][CH2:16]1)[C:17](=[O:18])[CH2:19]2.[Na+:38]>>[Br:20][c:21]1[cH:22][c:23]([CH:27]=[C:28]2[N:29]3[CH2:30][CH2:31][CH:32]([CH:33]2[OH:34])[CH2:35][CH2:36]3)[cH:24][n:25][cH:26]1. The reactants are CC(=O)[O-], CC(=O)[O-], CC(=O)O, CC(=O)O, O=C(O)O, CCC1C=C(C)CC(C)CC(OC)C2OC(O)(C(=O)C(=O)N3CCCCC3C(=O)OC(C(C)=CC3CCC(O)C(OC)C3)C(C)C(O)CC1=O)C(C)CC2OC, CC(=O)O, ClCCl, [Cu+2], [Na+], O=C([O-])O, c1ccc([Bi](c2ccccc2)c2ccccc2)cc1, c1ccc([Bi](c2ccccc2)c2ccccc2)cc1. Yields the product CCC1C=C(C)CC(C)CC(OC)C2OC(O)(C(=O)C(=O)N3CCCCC3C(=O)OC(C(C)=CC3CCC(Oc4ccccc4)C(OC)C3)C(C)C(O)CC1=O)C(C)CC2OC. Reaction SMILES: [C:119]([O-:120])(=[O:121])[CH3:122].[C:124]([O-:125])(=[O:126])[CH3:127].[C:57]([OH:58])(=[O:59])[CH3:60].[C:61]([OH:62])(=[O:63])[CH3:64].[C:88](=[O:89])([OH:90])[OH:91].[CH2:1]([CH3:2])[CH:3]1[C:4](=[O:56])[CH2:5][CH:6]([OH:55])[CH:7]([CH3:54])[CH:8]([C:42](=[CH:43][CH:44]2[CH2:45][CH:46]([O:51][CH3:52])[CH:47]([OH:50])[CH2:48][CH2:49]2)[CH3:53])[O:9][C:10](=[O:41])[CH:11]2[CH2:12][CH2:13][CH2:14][CH2:15][N:16]2[C:17](=[O:40])[C:18](=[O:39])[C:19]2([OH:38])[CH:20]([CH3:37])[CH2:21][CH:22]([O:35][CH3:36])[CH:23]([CH:24]([O:32][CH3:33])[CH2:25][CH:26]([CH3:31])[CH2:27][C:28]([CH3:30])=[CH:29]1)[O:34]2.[CH3:84][C:85](=[O:86])[OH:87].[Cl:111][CH2:112][Cl:113].[Cu+2:123].[Na+:118].[O-:114][C:115]([OH:116])=[O:117].[c:65]1([Bi:71]([c:72]2[cH:73][cH:74][cH:75][cH:76][cH:77]2)[c:78]2[cH:79][cH:80][cH:81][cH:82][cH:83]2)[cH:66][cH:67][cH:68][cH:69][cH:70]1.[c:92]1([Bi:93]([c:94]2[cH:95][cH:96][cH:97][cH:98][cH:99]2)[c:100]2[cH:101][cH:102][cH:103][cH:104][cH:105]2)[cH:106][cH:107][cH:108][cH:109][cH:110]1>>[CH2:1]([CH3:2])[CH:3]1[C:4](=[O:56])[CH2:5][CH:6]([OH:55])[CH:7]([CH3:54])[CH:8]([C:42](=[CH:43][CH:44]2[CH2:45][CH:46]([O:51][CH3:52])[CH:47]([O:50][c:65]3[cH:66][cH:67][cH:68][cH:69][cH:70]3)[CH2:48][CH2:49]2)[CH3:53])[O:9][C:10](=[O:41])[CH:11]2[CH2:12][CH2:13][CH2:14][CH2:15][N:16]2[C:17](=[O:40])[C:18](=[O:39])[C:19]2([OH:38])[CH:20]([CH3:37])[CH2:21][CH:22]([O:35][CH3:36])[CH:23]([CH:24]([O:32][CH3:33])[CH2:25][CH:26]([CH3:31])[CH2:27][C:28]([CH3:30])=[CH:29]1)[O:34]2.